describe an organic reaction: reactants, conditions, products, and yield From a dataset of the Open Reaction Database (ORD), a public repository of structured organic reaction records. The reactants are [BH3-]C#N, CO, Nc1ccc(NC(=O)C2CCCCN2)cc1[N+](=O)[O-], [Na+], O. Yields the product CN1CCCCC1C(=O)Nc1ccc(N)c([N+](=O)[O-])c1. As a reaction SMILES: [C:20]([BH3-:21])#[N:22].[CH3:25][OH:26].[NH2:1][c:2]1[c:3]([N+:17](=[O:18])[O-:19])[cH:4][c:5]([NH:8][C:9](=[O:10])[CH:11]2[NH:12][CH2:13][CH2:14][CH2:15][CH2:16]2)[cH:6][cH:7]1.[Na+:23].[OH2:24]>>[NH2:1][c:2]1[c:3]([N+:17](=[O:18])[O-:19])[cH:4][c:5]([NH:8][C:9](=[O:10])[CH:11]2[N:12]([CH3:20])[CH2:13][CH2:14][CH2:15][CH2:16]2)[cH:6][cH:7]1. Reactants: COCCOC, CCCCCC, CCOC(C)=O, CSc1ccc(B(O)O)cc1, COC(=O)c1ccc(N)c(I)c1. The product is COC(=O)c1ccc(N)c(-c2ccc(SC)cc2)c1. RXN SMILES: [CH3:1][O:2][CH2:3][CH2:4][O:5][CH3:6].[CH3:30][CH2:31][CH2:32][CH2:33][CH2:34][CH3:35].[CH3:36][CH2:37][O:38][C:39]([CH3:40])=[O:41].[CH3:7][S:8][c:9]1[cH:10][cH:11][c:12]([B:15]([OH:16])[OH:17])[cH:13][cH:14]1.[NH2:18][c:19]1[c:20]([I:29])[cH:21][c:22]([C:23](=[O:24])[O:25][CH3:26])[cH:27][cH:28]1>>[CH3:7][S:8][c:9]1[cH:10][cH:11][c:12](-[c:20]2[c:19]([NH2:18])[cH:28][cH:27][c:22]([C:23](=[O:24])[O:25][CH3:26])[cH:21]2)[cH:13][cH:14]1. Isolated yield 66.4%. The reactants are ClC=1C=C(C=CC1SC)C1=C(C(C(O1)(C)C)=O)C1=CC=CC=C1 (5-{3-chloro-4-(methylthio)phenyl}-2,2-dimethyl-4-phenyl-3(2H)-furanone), ClC=1C=C(C(=O)OO)C=CC1 (m-chloroperoxybenzoic acid), C([O-])(O)=O.[Na+] (sodium bicarbonate). RXN SMILES: [Cl:1][C:2]1[CH:3]=[C:4]([C:10]2[O:14][C:13]([CH3:16])([CH3:15])[C:12](=[O:17])[C:11]=2[C:18]2[CH:23]=[CH:22][CH:21]=[CH:20][CH:19]=2)[CH:5]=[CH:6][C:7]=1[S:8][CH3:9].ClC1C=C(C=CC=1)C(OO)=[O:29].C(=O)(O)[O-].[Na+]>ClCCl>[Cl:1][C:2]1[CH:3]=[C:4]([C:10]2[O:14][C:13]([CH3:16])([CH3:15])[C:12](=[O:17])[C:11]=2[C:18]2[CH:19]=[CH:20][CH:21]=[CH:22][CH:23]=2)[CH:5]=[CH:6][C:7]=1[S:8]([CH3:9])=[O:29] |f:2.3|. The solvent is ClCCl (dichloromethane). The product is ClC=1C=C(C=CC1S(=O)C)C1=C(C(C(O1)(C)C)=O)C1=CC=CC=C1 (5-{3-chloro-4-(methylsulfinyl)phenyl}-2,2-dimethyl-4-phenyl-3(2H)-furanone). Procedure details: To a stirred solution 3.5 g of 5-{3-chloro-4-(methylthio)phenyl}-2,2-dimethyl-4-phenyl-3(2H)-furanone (Example 354) in 80 ml dichloromethane, was added 2.5 g of 70% m-chloroperoxybenzoic acid, and the reaction mixture was stirred at 0° C. for 2 hours. Then 40 ml 5% aqueous sodium bicarbonate was added to the solution and the solution was stirred for 10 minutes. The solution was extracted with dichloromethane (50 ml×3). The organic layer was concentrated in vacuo and was purified by column chroma... Run at temperature 0 celsius, time 2 hour. The reactants are Cl.O[C@H]1CNCC1 ((3R)-3-hydroxypyrrolidine hydrochloride), C(C)OC(=O)N=C=S (ethoxycarbonyl isothiocyanate). The solvent is O1CCCC1 (tetrahydrofuran). Conditions: time 10 minute. Product: C(C)OC(NC(=S)N1C[C@@H](CC1)O)=O ([(3R)-3-hydroxypyrrolidine-1-carbothioyl]carbamic acid ethyl ester). Yield: 93.0%. Reaction SMILES: Cl.[OH:2][C@@H:3]1[CH2:7][CH2:6][NH:5][CH2:4]1.[CH2:8]([O:10][C:11]([N:13]=[C:14]=[S:15])=[O:12])[CH3:9]>O1CCCC1>[CH2:8]([O:10][C:11](=[O:12])[NH:13][C:14]([N:5]1[CH2:6][CH2:7][C@@H:3]([OH:2])[CH2:4]1)=[S:15])[CH3:9] |f:0.1|. Reported procedure: (3R)-3-hydroxypyrrolidine hydrochloride (15 g, 121.4 mmol) was dissolved in tetrahydrofuran (450 ml), and ethoxycarbonyl isothiocyanate (15.7 ml) was added thereto in an ice bath. The mixture solution was brought to room temperature in 10 minutes and then stirred overnight. After checking the completion of the reaction, the reaction mixture was partitioned between ethyl acetate and saturated aqueous sodium chloride solution. The organic layer was dried over anhydrous sodium sulfate, filtered and... Starting materials: FC(CO)(F)F (2,2,2-trifluoroethanol), [H-].[Na+] (sodium hydride), COC1=NC(=NC(=C1)OC)S(=O)(=O)C (4,6-dimethoxy-2-methylsulfonylpyrimidine), P(O)(O)(O)=O (phosphoric acid), CC1(OC(C2=C(O1)C=CC=C2C#C[Si](C)(C)C)=O)C (2,2-dimethyl-5-trimethylsilylethynyl-4H-(1,3)benzodioxin-4-one). The solvent is CN(C=O)C (dimethylformamide), O (water). Conditions: time 1 hour. Yields the product COC1=NC(=NC(=C1)OC)OC1=C(C(=O)OCC(F)(F)F)C(=CC=C1)C#C (2,2,2-Trifluoroethyl 2-(4,6-dimethoxypyrimidin-2-yloxy)-6-ethynyl-benzoate). Yield: 17.2%. RXN SMILES: [F:1][C:2]([F:6])([F:5])[CH2:3][OH:4].[H-].[Na+].C[C:10]1(C)[O:15][C:14]2[CH:16]=[CH:17][CH:18]=[C:19]([C:20]#[C:21][Si](C)(C)C)[C:13]=2[C:12](=[O:26])O1.[CH3:28][O:29][C:30]1[CH:35]=[C:34]([O:36][CH3:37])[N:33]=C(S(C)(=O)=O)[N:31]=1.P(=O)(O)(O)O>O.CN(C)C=O>[CH3:28][O:29][C:30]1[CH:35]=[C:34]([O:36][CH3:37])[N:33]=[C:10]([O:15][C:14]2[CH:16]=[CH:17][CH:18]=[C:19]([C:20]#[CH:21])[C:13]=2[C:12]([O:4][CH2:3][C:2]([F:6])([F:5])[F:1])=[O:26])[N:31]=1 |f:1.2|. Reported procedure: 2.0 g of 2,2,2-trifluoroethanol are introduced into 80 ml of dimethylformamide and 0.60 g of 80% strength sodium hydride is added at room temperature. After 1 h, a clear solution has formed and 5.0 g of 2,2-dimethyl-5-trimethylsilylethynyl-4H-(1,3)benzodioxin-4-one are added at room temperature. After 20 min, 4.0 g of 4,6-dimethoxy-2-methylsulfonylpyrimidine are added and the reaction solution is stirred overnight at room temperature. It is then poured into 400 ml of water containing phosphoric ...